From a dataset of the Open Reaction Database (ORD), a public repository of structured organic reaction records. describe an organic reaction: reactants, conditions, products, and yield Reactants: C(=O)(C(F)(F)F)O (TFA), ClC1=C(C=C(C=C1N1CC2N(CC1)S(CC2)(=O)=O)C#N)NC2=NN1C(C(=N2)N(CC2=CC=C(C=C2)OC)C2CC2)=NC=C1C#N (2-((2-chloro-5-cyano-3-(1,1-dioxidotetrahydro-2H-isothiazolo[2,3-a]pyrazin-5(3H)-yl)phenyl)amino)-4-(cyclopropyl(4-methoxybenzyl)amino)imidazo[2,1-f][1,2,4]triazine-7-carbonitrile), C1(=CC=CC=C1)OC (anisole). Solvent: ClCCCl (DCE). Reaction conditions: temperature 60 celsius, time 20 minute. Product: ClC1=C(C=C(C=C1N1CC2N(CC1)S(CC2)(=O)=O)C#N)NC2=NN1C(C(=N2)NC2CC2)=NC=C1C#N (2-((2-chloro-5-cyano-3-(1,1-dioxidotetrahydro-2H-isothiazolo[2,3-a]pyrazin-5(3H)-yl)phenyl)amino)-4-(cyclopropylamino)imidazo[2,1-f][1,2,4]triazine-7-carbonitrile). The yield is 48.6%. As a reaction SMILES: C(O)(C(F)(F)F)=O.[Cl:8][C:9]1[C:14]([N:15]2[CH2:20][CH2:19][N:18]3[S:21](=[O:25])(=[O:24])[CH2:22][CH2:23][CH:17]3[CH2:16]2)=[CH:13][C:12]([C:26]#[N:27])=[CH:11][C:10]=1[NH:28][C:29]1[N:34]=[C:33]([N:35]([CH:45]2[CH2:47][CH2:46]2)CC2C=CC(OC)=CC=2)[C:32]2=[N:48][CH:49]=[C:50]([C:51]#[N:52])[N:31]2[N:30]=1.C1(OC)C=CC=CC=1>ClCCCl>[Cl:8][C:9]1[C:14]([N:15]2[CH2:20][CH2:19][N:18]3[S:21](=[O:25])(=[O:24])[CH2:22][CH2:23][CH:17]3[CH2:16]2)=[CH:13][C:12]([C:26]#[N:27])=[CH:11][C:10]=1[NH:28][C:29]1[N:34]=[C:33]([NH:35][CH:45]2[CH2:46][CH2:47]2)[C:32]2=[N:48][CH:49]=[C:50]([C:51]#[N:52])[N:31]2[N:30]=1. Procedure details: TFA (0.107 mL, 1.390 mmol) was added to a solution of 2-((2-chloro-5-cyano-3-(1,1-dioxidotetrahydro-2H-isothiazolo[2,3-a]pyrazin-5(3H)-yl)phenyl)amino)-4-(cyclopropyl(4-methoxybenzyl)amino)imidazo[2,1-f][1,2,4]triazine-7-carbonitrile (13 mg, 0.020 mmol) and anisole (8.80 μl, 0.081 mmol) in DCE (0.3 mL) and the reaction mixture was heated at 60° C. for 1 hours. The solvent was removed in vacuo and the material azeotroped with toluene 3× to remove the excess TFA. 2 ml of 2N NH3 in MeOH was added, ...